Dataset: the Open Reaction Database (ORD), a public repository of structured organic reaction records. Task: describe an organic reaction: reactants, conditions, products, and yield Reactants: C(C)(C)(C)N1C(C2=C(C(=C3N2CCC=2C=C(C(=CC32)S(=O)CC)OC)Br)CCCC1)=O (9-tert-butyl-14-bromo-2-ethylsulfinyl-3-methoxy-5,6,10,11,12,13-hexahydroazocino[4′,3′:4,5]pyrrolo[2,1-a]isoquinolin-8(9H)-one), C(C)(C)(C)N1C(C2=C(C(=C3N2CCC=2C=C(C(=CC32)N3N=NC(=C3)C[C@H](CO)O)OC)C=3SC=CC3)CCCC1)=O ((R)-9-tert-butyl-14-(thien-2-yl)-2-(4-(2,3-dihydroxypropyl)-1H-1,2,3-triazol-1-yl)-3-methoxy-5,6,10,11,12,13-hexahydroazocino[4′,3′:4,5]pyrrolo[2,1-a]isoquinolin-8(9H)-one), Mn(III)TPPP(OAc), N1C=NC=C1 (imidazole), CCCC[N+](CCCC)(CCCC)CCCC.CCCC[N+](CCCC)(CCCC)CCCC.CCCC[N+](CCCC)(CCCC)CCCC.CCCC[N+](CCCC)(CCCC)CCCC.CCCC[N+](CCCC)(CCCC)CCCC.OS(=O)(=O)[O-].OS(=O)(=O)O[O-].OS(=O)(=O)O[O-].[O-]S(=O)(=O)[O-] (tetrabutylammonium oxone). Solvent: ClCCl (dichloromethane). Yields the product C(C)(C)(C)N1C(C2=C(C(=C3N2CCC=2C=C(C(=CC32)S(=O)(=O)CC)OC)Br)CCCC1)=O (9-tert-butyl-14-bromo-2-ethylsulfonyl-3-methoxy-5,6,10,11,12,13-hexahydroazocino[4′,3′:4,5]pyrrolo[2,1-a]isoquinolin-8(9H)-one). As a reaction SMILES: [C:1]([N:5]1[CH2:30][CH2:29][CH2:28][CH2:27][C:8]2[C:9]([Br:26])=[C:10]3[C:19]4[CH:18]=[C:17]([S:20]([CH2:22][CH3:23])=[O:21])[C:16]([O:24][CH3:25])=[CH:15][C:14]=4[CH2:13][CH2:12][N:11]3[C:7]=2[C:6]1=[O:31])([CH3:4])([CH3:3])[CH3:2].C(N1CCCCC2C(C3SC=CC=3)=C3C4C=C(N5C=C(C[C@@H](O)C[OH:59])N=N5)C(OC)=CC=4CCN3C=2C1=O)(C)(C)C.N1C=CN=C1.CCCC[N+](CCCC)(CCCC)CCCC.CCCC[N+](CCCC)(CCCC)CCCC.CCCC[N+](CCCC)(CCCC)CCCC.CCCC[N+](CCCC)(CCCC)CCCC.CCCC[N+](CCCC)(CCCC)CCCC.OS([O-])(=O)=O.OS(O[O-])(=O)=O.OS(O[O-])(=O)=O.[O-]S([O-])(=O)=O>ClCCl>[C:1]([N:5]1[CH2:30][CH2:29][CH2:28][CH2:27][C:8]2[C:9]([Br:26])=[C:10]3[C:19]4[CH:18]=[C:17]([S:20]([CH2:22][CH3:23])(=[O:59])=[O:21])[C:16]([O:24][CH3:25])=[CH:15][C:14]=4[CH2:13][CH2:12][N:11]3[C:7]=2[C:6]1=[O:31])([CH3:2])([CH3:3])[CH3:4] |f:3.4.5.6.7.8.9.10.11|. Reported procedure: A solution of 350 mg of 23d, and 20g of Mn(III)TPPP(OAc) and 75 mg of imidazole in 20 ml of dichloromethane were treated with tetrabutylammonium oxone, according to a described procedure; D. Mohajer et al., Tetr. Letters, 45, 3811 (2004). This provide after work-up, and chromatographic purification on silicagel (using a gradient of CH2Cl2 and ethyl acetate as eluent) 160 mg of crystalline 23e (triturated with diisopropyl ether); Mp 227° C. Rf (CH2Cl2-ethyl acetate 1/1) 0.61. LC-MS-ESI: [M+1] 522... The reactants are N(=[N+]=[N-])CCCC(=O)C1C(OC(OC1=O)(C)C)=O (5-(4-Azidobutanoyl)-2,2-dimethyl-1,3-dioxane-4,6-dione), OCCC#N (3-hydroxypropionitrile), C(=O)=O (CO2). Run in C(Cl)Cl (CH2Cl2). Yields the product C(#N)CCOC(CC(CCCN=[N+]=[N-])=O)=O (4-azidobutanoylacetic acid 2-cyanoethyl ester), oil. The yield is 53.2%. As a reaction SMILES: [N:1]([CH2:4][CH2:5][CH2:6][C:7]([CH:9]1[C:14](=[O:15])[O:13][C:12]([CH3:17])(C)OC1=O)=[O:8])=[N+:2]=[N-:3].OCC[C:22]#[N:23].C(=O)=O>C(Cl)Cl>[C:22]([CH2:17][CH2:12][O:13][C:14](=[O:15])[CH2:9][C:7](=[O:8])[CH2:6][CH2:5][CH2:4][N:1]=[N+:2]=[N-:3])#[N:23]. Procedure: 5-(4-Azidobutanoyl)-2,2-dimethyl-1,3-dioxane-4,6-dione was heated with 3-hydroxypropionitrile (5.25 g, 72.0 mmol) at 80° C. until no more CO2 was released. The reaction mixture was diluted with CH2Cl2 (100 ml), washed with water (100 ml) and brine (100 ml). After drying and evaporation of solvent, the product was purified by chromatography (SiO2, CHCl3:MeOH=95:5), 4-azidobutanoylacetic acid 2-cyanoethyl ester was obtained as a yellowish oil (2.86 g, 53.2%). Starting materials: alcohol, FC(=CCCCCO)CC=CCCCCC=CCCCCC (6-fluoro-5,8,14-eicosatrienol), CC(=O)C.OS(=O)(=O)O.O=[Cr](=O)=O (Jones reagent), CC(=O)C.OS(=O)(=O)O.O=[Cr](=O)=O (Jones reagent), C(C)(C)O (isopropanol). Solvent: CC(=O)C (acetone). Run at temperature 0 celsius, time 15 minute. The product is FC(=CCCCC(=O)O)CC=CCCCCC=CCCCCC (6-fluoro-5,8,14-eicosatrienoic acid). RXN SMILES: [F:1][C:2]([CH2:9][CH:10]=[CH:11][CH2:12][CH2:13][CH2:14][CH2:15][CH:16]=[CH:17][CH2:18][CH2:19][CH2:20][CH2:21][CH3:22])=[CH:3][CH2:4][CH2:5][CH2:6][CH2:7][OH:8].CC(C)=[O:25].OS(O)(=O)=O.O=[Cr](=O)=O.C(O)(C)C>CC(C)=O>[F:1][C:2]([CH2:9][CH:10]=[CH:11][CH2:12][CH2:13][CH2:14][CH2:15][CH:16]=[CH:17][CH2:18][CH2:19][CH2:20][CH2:21][CH3:22])=[CH:3][CH2:4][CH2:5][CH2:6][C:7]([OH:25])=[O:8] |f:1.2.3|. Reported procedure: To a solution of the alcohol prepared in 2K (21 mg, 0.067 mmoles) in acetone (2 ml) cooled to 0° C. was added dropwise 2.67M Jones reagent until the organe color was stable. The mixture was stirred 15 min at 0° C. The excess of Jones reagent was reacted with isopropanol. The acetone was evaporated under reduced pressure without heating. The residue was taken with water and extracted three times with ethyl acetate. The organic layer was dried over sodium sulfate, filtered and concentrated under r... Reactants: [Br-], CCOC(=O)C(C#N)=Cc1ccc(Br)cc1, Cc1ccccc1, [Mg+]c1ccc(Cl)cc1, Cl. Product: CCOC(=O)C(C#N)C(c1ccc(Cl)cc1)c1ccc(Br)cc1. RXN SMILES: [Br-:17].[CH2:1]([CH3:2])[O:3][C:4]([C:5](=[CH:6][c:7]1[cH:8][cH:9][c:10]([Br:13])[cH:11][cH:12]1)[C:14]#[N:15])=[O:16].[CH3:27][c:28]1[cH:29][cH:30][cH:31][cH:32][cH:33]1.[Cl:18][c:19]1[cH:20][cH:21][c:22]([Mg+:25])[cH:23][cH:24]1.[ClH:26]>>[CH2:1]([CH3:2])[O:3][C:4]([CH:5]([CH:6]([c:7]1[cH:8][cH:9][c:10]([Br:13])[cH:11][cH:12]1)[c:22]1[cH:21][cH:20][c:19]([Cl:18])[cH:24][cH:23]1)[C:14]#[N:15])=[O:16].